Dataset: the Open Reaction Database (ORD), a public repository of structured organic reaction records. Task: describe an organic reaction: reactants, conditions, products, and yield The reactants are BrCc1ccccc1, C=CCC1(O)OC(COCc2ccccc2)CC(OCc2ccccc2)C1OCc1ccccc1, CCO, [H-], C1CN2CCN1CC2, [Na+], O, c1ccccc1. Yields the product OC1OC(COCc2ccccc2)CC(OCc2ccccc2)C1OCc1ccccc1. As a reaction SMILES: [Br:36][CH2:37][c:38]1[cH:39][cH:40][cH:41][cH:42][cH:43]1.[CH2:1]([CH:2]=[CH2:3])[C:4]1([OH:5])[CH:6]([O:7][CH2:8][c:9]2[cH:10][cH:11][cH:12][cH:13][cH:14]2)[CH:15]([O:16][CH2:17][c:18]2[cH:19][cH:20][cH:21][cH:22][cH:23]2)[CH2:24][CH:25]([CH2:27][O:28][CH2:29][c:30]2[cH:31][cH:32][cH:33][cH:34][cH:35]2)[O:26]1.[CH2:60]([OH:61])[CH3:62].[H-:44].[N:46]12[CH2:47][CH2:48][N:49]([CH2:50][CH2:51]1)[CH2:52][CH2:53]2.[Na+:45].[OH2:63].[cH:54]1[cH:55][cH:56][cH:57][cH:58][cH:59]1>>[CH:4]1([OH:5])[CH:6]([O:7][CH2:8][c:9]2[cH:10][cH:11][cH:12][cH:13][cH:14]2)[CH:15]([O:16][CH2:17][c:18]2[cH:19][cH:20][cH:21][cH:22][cH:23]2)[CH2:24][CH:25]([CH2:27][O:28][CH2:29][c:30]2[cH:31][cH:32][cH:33][cH:34][cH:35]2)[O:26]1. Starting materials: COC=1CCC2=CC=CC=C2C1 (3-methoxy-1,2-dihydronaphthalene), C([O-])(O)=O.[Na+] (sodium bicarbonate), CO (methanol). Solvent: ClCCl (dichloromethane). The product is C(=O)C1=C(C=CC=C1)CCC(=O)OC (Methyl 3-(2-formylphenyl)propionate). Isolated yield 90.0%. RXN SMILES: [CH3:1][O:2][C:3]1[CH2:4][CH2:5][C:6]2[C:11](C=1)=[CH:10][CH:9]=[CH:8][CH:7]=2.C(=O)(O)[O-:14].[Na+].[CH3:18][OH:19]>ClCCl>[CH:18]([C:7]1[CH:8]=[CH:9][CH:10]=[CH:11][C:6]=1[CH2:5][CH2:4][C:3]([O:2][CH3:1])=[O:14])=[O:19] |f:1.2|. Reported procedure: A suspension of 4.5 g of 3-methoxy-1,2-dihydronaphthalene, 1 g of sodium bicarbonate, 20 mL of methanol and 80 mL of dichloromethane was stirred and cooled in a dry ice-acetone bath. A rapid stream of ozone was bubbled into the suspension until a persistent blue coloration was visible. The mixture was flushed with nitrogen and 3.5 mL of methyl sulfide was added. The mixture was stirred in an ice-acetone bath for 1 hour and then 2 hours at room temperature. The organic solution was washed with wa... The reactants are CCOP(=O)(CCCN)C1CCCO1, CCO, [Li+], [OH-], O, O. Yields the product NCCCP(=O)(O)C1CCCO1. RXN SMILES: [CH2:4]([CH3:5])[O:6][P:7](=[O:8])([CH:9]1[O:10][CH2:11][CH2:12][CH2:13]1)[CH2:14][CH2:15][CH2:16][NH2:17].[CH3:19][CH2:20][OH:21].[Li+:3].[OH-:2].[OH2:18].[OH2:1]>>[O:6]=[P:7]([OH:8])([CH:9]1[O:10][CH2:11][CH2:12][CH2:13]1)[CH2:14][CH2:15][CH2:16][NH2:17].